This data is from the Open Reaction Database (ORD), a public repository of structured organic reaction records. The task is: describe an organic reaction: reactants, conditions, products, and yield Starting materials: Oc1cccnc1Br, BrCC1CC1, [K+], [K+], O=C([O-])[O-], CN(C)C=O. Product: Brc1ncccc1OCC1CC1. RXN SMILES: [Br:1][c:2]1[n:3][cH:4][cH:5][cH:6][c:7]1[OH:8].[Br:9][CH2:10][CH:11]1[CH2:12][CH2:13]1.[K+:14].[K+:15].[O-:16][C:17]([O-:18])=[O:19].[O:20]=[CH:21][N:22]([CH3:23])[CH3:24]>>[Br:1][c:2]1[n:3][cH:4][cH:5][cH:6][c:7]1[O:8][CH2:10][CH:11]1[CH2:12][CH2:13]1. The reactants are C1(=CC=CC=C1)COC(=O)NC(C(=O)OCC)C(=O)OCC (diethyl 2-[[(phenylmethoxy)carbonyl]amino]-propanedioate), C(C#C)Br (propargyl bromide), CC[O-].[Na+] (sodium ethylate), [Na] (sodium). Run in C1(=CC=CC=C1)C (toluene), C(C)O (ethanol), C(C)O (ethanol). Yields the product C1(=CC=CC=C1)COC(=O)NC(C(=O)OCC)(C(=O)OCC)C#CC (diethyl 2-[[(phenylmethoxy)carbonyl]amino]-2-propynylpropanedioate). The yield is 41.9%. RXN SMILES: CC[O-].[Na+].[Na].[C:6]1([CH2:12][O:13][C:14]([NH:16][CH:17]([C:23]([O:25][CH2:26][CH3:27])=[O:24])[C:18]([O:20][CH2:21][CH3:22])=[O:19])=[O:15])[CH:11]=[CH:10][CH:9]=[CH:8][CH:7]=1.[CH2:28](Br)[C:29]#[CH:30]>C(O)C.C1(C)C=CC=CC=1>[C:6]1([CH2:12][O:13][C:14]([NH:16][C:17]([C:28]#[C:29][CH3:30])([C:18]([O:20][CH2:21][CH3:22])=[O:19])[C:23]([O:25][CH2:26][CH3:27])=[O:24])=[O:15])[CH:11]=[CH:10][CH:9]=[CH:8][CH:7]=1 |f:0.1,^1:4|. Procedure details: A solution of sodium ethylate previously prepared from 500 mg of sodium in 20 ml of ethanol is added to 6 g of diethyl 2-[[(phenylmethoxy)carbonyl]amino]-propanedioate (prepared according to Bladon. C. M. J.Chem. Soc. Perkin. Trans I 9, 1151-1158 (1990) in 30 ml of ethanol then, after 30 minutes, 3 g of propargyl bromide at 80% in toluene is added and the reaction mixture is heated under reflux for 1 hour. The reaction mixture is then brought back to ambient temperature followed by evaporation u... The reactants are FC(C=1SC=2N=CN=C(C2N1)O)F (2-(difluoromethyl)thiazolo[5,4-d]pyrimidin-7-ol), CN(C1=CC=CC=C1)C (N,N-dimethylaniline), P(=O)(Cl)(Cl)Cl (phosphorus oxychloride). Run in C1(=CC=CC=C1)C (toluene). Run at temperature 80 celsius. Yields the product ClC=1C2=C(N=CN1)SC(=N2)C(F)F (7-chloro-2-(difluoromethyl)thiazolo[5,4-d]pyrimidine). RXN SMILES: [F:1][CH:2]([F:13])[C:3]1[S:4][C:5]2[N:6]=[CH:7][N:8]=[C:9](O)[C:10]=2[N:11]=1.CN(C)C1C=CC=CC=1.P(Cl)(Cl)([Cl:25])=O>C1(C)C=CC=CC=1>[Cl:25][C:9]1[C:10]2[N:11]=[C:3]([CH:2]([F:13])[F:1])[S:4][C:5]=2[N:6]=[CH:7][N:8]=1. Procedure details: A mixture of 2-(difluoromethyl)thiazolo[5,4-d]pyrimidin-7-ol, N,N-dimethylaniline (0.800 mL, 6.31 mmol) and phosphorus oxychloride (6.00 mL, 65.5 mmol) in toluene (20 mL) was heated at 80° C. for 6 h. The reaction mixture was cooled of rt and the solvent removed invacuo. The residue was dissolved in DCM, evaporated onto silica gel and purified by flash chromatography (Isco (80 gram)) eluting with (EtOAc):hexanes (0:1→1:3) to give an off-white crystalline solid (252 mg, 18% over 2 steps). MS m/z=... The reactants are C(C)(C)(C)OC(=O)N1CC(C=2C3=C(C(=CC12)[N+](=O)[O-])C=CC=C3)CCl (3-(tert-butyloxycarbonyl)-1-chloromethyl-5-nitro-1,2-dihydro-3H-benz[e]indole). Reagents/catalysts: O=[Pt]=O (PtO2). Run in C1CCOC1 (THF). Yields the product NC=1C2=C(C=3C(CN(C3C1)C(=O)OC(C)(C)C)CCl)C=CC=C2 (5-amino-3-(tert-butyloxycarbonyl)-1-(chloromethyl)-1,2-dihydro-3H-benz[e]indole). Isolated yield 90.7%. As a reaction SMILES: [C:1]([O:5][C:6]([N:8]1[C:16]2[CH:15]=[C:14]([N+:17]([O-])=O)[C:13]3[CH:20]=[CH:21][CH:22]=[CH:23][C:12]=3[C:11]=2[CH:10]([CH2:24][Cl:25])[CH2:9]1)=[O:7])([CH3:4])([CH3:3])[CH3:2]>C1COCC1.O=[Pt]=O>[NH2:17][C:14]1[C:13]2[CH:20]=[CH:21][CH:22]=[CH:23][C:12]=2[C:11]2[CH:10]([CH2:24][Cl:25])[CH2:9][N:8]([C:6]([O:5][C:1]([CH3:3])([CH3:4])[CH3:2])=[O:7])[C:16]=2[CH:15]=1. Reported procedure: A solution of 13 (200 mg, 0.55 mmol) in THF (15 mL) was hydrogenated over PtO2 at 55 psi for 1.5 h. The catalyst was removed, the solvent was evaporated, and the resulting solid was triturated with petroleum ether to give 5-amino-3-(tert-butyloxycarbonyl)-1-(chloromethyl)-1,2-dihydro-3H-benz[e]indole (166 mg, 90%), mp >200° C. 1H NMR [(CD3)2SO] δ 8.01 (d, J=8.4 Hz, 1 H, H-6), 7.64 (d, J=8.3 Hz, 1 H, H-9), 7.45-7.25 (underlying br s, 1 H, H-4), 7.40 (t, J=7.4 Hz, 1 H, H-8), 7.20 (t, J=7.4 Hz, 1 H... Reported procedure: The title compound was prepared according to the method presented in the synthesis of 19F substituting 2-(3-(trifluoromethyl)-4,5,6,7-tetrahydro-1H-indazol-1-yl)acetic acid for 2-(5-(trifluoromethyl)-1H-indol-3-yl)acetic acid and (S)-1-(4-(4-chlorophenyl)isoxazol-3-yl)-2-(3,5-difluorophenyl)ethanamine for 19E to provide the desired compound (27): 1H NMR (400 MHz, DMSO) δ 9.10 (s, 1H), 8.99 (d, 1H), 7.41 (d, 2H), 7.35 (d, 2H), 6.98 (d, 1H), 6.80 (d, 2H), 5.36 (d, 1H), 4.58 (s, 2H), 3.12 (dt, 2H),... As a reaction SMILES: ClC1C=CC(C2[O:9][C:10]([CH:13]([NH:23]C(=O)CC3C4C(=CC=C(F)C=4)NC=3)CC3C=C(F)C=C(F)C=3)=CN=2)=CC=1.[F:37][C:38]([F:53])([F:52])C1C=C2C(=CC=1)NC=C2CC(O)=O.[Cl:54][C:55]1[CH:60]=[CH:59][C:58]([C:61]2[C:62]([C@@H:66]([NH2:76])[CH2:67][C:68]3[CH:73]=[C:72]([F:74])[CH:71]=[C:70]([F:75])[CH:69]=3)=[N:63][O:64][CH:65]=2)=[CH:57][CH:56]=1.Cl.Cl[C:79]1[CH:84]=[CH:83][C:82]([C:85]2OC(C(N)CC3C=C(F)C=C(F)C=3)=C[N:89]=2)=[CH:81][CH:80]=1>>[Cl:54][C:55]1[CH:60]=[CH:59][C:58]([C:61]2[C:62]([C@@H:66]([NH:76][C:10](=[O:9])[CH2:13][N:23]3[C:81]4[CH2:80][CH2:79][CH2:84][CH2:83][C:82]=4[C:85]([C:38]([F:53])([F:52])[F:37])=[N:89]3)[CH2:67][C:68]3[CH:73]=[C:72]([F:74])[CH:71]=[C:70]([F:75])[CH:69]=3)=[N:63][O:64][CH:65]=2)=[CH:57][CH:56]=1 |f:3.4|. Product: ClC1=CC=C(C=C1)C=1C(=NOC1)[C@H](CC1=CC(=CC(=C1)F)F)NC(CN1N=C(C=2CCCCC12)C(F)(F)F)=O ((S)-N-(1-(4-(4-chlorophenyl)isoxazol-3-yl)-2-(3,5-difluorophenyl)ethyl)-2-(3-(trifluoromethyl)-4,5,6,7-tetrahydro-1H-indazol-1-yl)acetamide). Starting materials: ClC1=CC=C(C=C1)C=1OC(=CN1)C(CC1=CC(=CC(=C1)F)F)NC(CC1=CNC2=CC=C(C=C12)F)=O (N-(1-(2-(4-chlorophenyl)oxazol-5-yl)-2-(3,5-difluorophenyl)ethyl)-2-(5-fluoro-1H-indol-3-yl)acetamide), Cl.ClC1=CC=C(C=C1)C=1OC(=CN1)C(CC1=CC(=CC(=C1)F)F)N (1-(2-(4-chlorophenyl)oxazol-5-yl)-2-(3,5-difluorophenyl)ethanamine hydrochloride), FC(C=1C=C2C(=CNC2=CC1)CC(=O)O)(F)F (2-(5-(trifluoromethyl)-1H-indol-3-yl)acetic acid), ClC1=CC=C(C=C1)C=1C(=NOC1)[C@H](CC1=CC(=CC(=C1)F)F)N ((S)-1-(4-(4-chlorophenyl)isoxazol-3-yl)-2-(3,5-difluorophenyl)ethanamine). Yields the product C(C)OC(C(C)(C)OC=1C=C2C(=C(N(C2=CC1)C(C)C)C)C1=CC=NC=C1)=O (2-[1-Isopropyl-2-methyl-3-(4-pyridyl)-1H-indole-5-yloxy]-2-methyl-propanoic acid ethylester). Reactants: C(C)(C)N1C(=C(C2=CC(=CC=C12)O)C1=CC=NC=C1)C (1-isopropyl-2-methyl-3-(4-pyridyl)-1H-indole-5-ol), C(C)OC(C(C)(C)Br)=O (2-bromo-2-methylpropanoic acid ethylester). As a reaction SMILES: [CH:1]([N:4]1[C:12]2[C:7](=[CH:8][C:9]([OH:13])=[CH:10][CH:11]=2)[C:6]([C:14]2[CH:19]=[CH:18][N:17]=[CH:16][CH:15]=2)=[C:5]1[CH3:20])([CH3:3])[CH3:2].[CH2:21]([O:23][C:24](=[O:29])[C:25](Br)([CH3:27])[CH3:26])[CH3:22]>>[CH2:21]([O:23][C:24](=[O:29])[C:25]([O:13][C:9]1[CH:8]=[C:7]2[C:12](=[CH:11][CH:10]=1)[N:4]([CH:1]([CH3:3])[CH3:2])[C:5]([CH3:20])=[C:6]2[C:14]1[CH:19]=[CH:18][N:17]=[CH:16][CH:15]=1)([CH3:27])[CH3:26])[CH3:22]. Procedure details: The above compound was prepared from 1-isopropyl-2-methyl-3-(4-pyridyl)-1H-indole-5-ol and 2-bromo-2-methylpropanoic acid ethylester using a procedure analogous to that of Example 10. Reactants: C1CCOC1, CC(=O)Cc1cccc2c1ccn2C, Clc1ccc(CBr)cc1, [H-], [Na+]. The product is CC(=O)C(Cc1ccc(Cl)cc1)c1cccc2c1ccn2C. Reaction SMILES: [CH2:26]1[O:27][CH2:28][CH2:29][CH2:30]1.[CH3:3][n:4]1[cH:5][cH:6][c:7]2[c:8]([CH2:13][C:14](=[O:15])[CH3:16])[cH:9][cH:10][cH:11][c:12]12.[Cl:17][c:18]1[cH:19][cH:20][c:21]([CH2:22][Br:23])[cH:24][cH:25]1.[H-:1].[Na+:2]>>[CH3:3][n:4]1[cH:5][cH:6][c:7]2[c:8]([CH:13]([C:14](=[O:15])[CH3:16])[CH2:22][c:21]3[cH:20][cH:19][c:18]([Cl:17])[cH:25][cH:24]3)[cH:9][cH:10][cH:11][c:12]12.